From a dataset of the Open Reaction Database (ORD), a public repository of structured organic reaction records. describe an organic reaction: reactants, conditions, products, and yield The reactants are C(#C)C=1C=NN2C1N=C(C=C2C(F)(F)F)C2=CC=C(C=C2)C(F)(F)F (3-ethynyl-7-trifluoromethyl-5-(4-trifluoromethyl-phenyl)-pyrazolo[1,5-a]pyrimidine), BrC=1C=NC=CC1 (3-bromopyridine). Yields the product N1=CC(=CC=C1)C#CC=1C=NN2C1N=C(C=C2C(F)(F)F)C2=CC=C(C=C2)C(F)(F)F (3-Pyridin-3-ylethynyl-7-trifluoromethyl-5-(4-trifluoromethyl-phenyl)-pyrazolo[1,5-a]pyrimidine), solid. Isolated yield 22.0%. As a reaction SMILES: [C:1]([C:3]1[CH:4]=[N:5][N:6]2[C:11]([C:12]([F:15])([F:14])[F:13])=[CH:10][C:9]([C:16]3[CH:21]=[CH:20][C:19]([C:22]([F:25])([F:24])[F:23])=[CH:18][CH:17]=3)=[N:8][C:7]=12)#[CH:2].Br[C:27]1[CH:28]=[N:29][CH:30]=[CH:31][CH:32]=1>>[N:29]1[CH:30]=[CH:31][CH:32]=[C:27]([C:2]#[C:1][C:3]2[CH:4]=[N:5][N:6]3[C:11]([C:12]([F:14])([F:13])[F:15])=[CH:10][C:9]([C:16]4[CH:21]=[CH:20][C:19]([C:22]([F:25])([F:24])[F:23])=[CH:18][CH:17]=4)=[N:8][C:7]=23)[CH:28]=1. Procedure: The title compound was prepared from 3-ethynyl-7-trifluoromethyl-5-(4-trifluoromethyl-phenyl)-pyrazolo[1,5-a]pyrimidine (example C.1) (355 mg, 1.0 mmol) and 3-bromopyridine [CAS 626-55-1; commercially available] (158 mg, 1.0 mmol) according to general procedure II. Obtained as an orange solid (94 mg, 22%). MS (ISP) 433.3 [(M+H)+]; mp 187-188° C.